This data is from the Open Reaction Database (ORD), a public repository of structured organic reaction records. The task is: describe an organic reaction: reactants, conditions, products, and yield The reactants are O=CCCCCC(=O)OCC (ethyl 6-oxohexanoate), CC(C)(C)S(=O)N (2-methylpropane-2-sulfinamide). The reagents and catalysts are [O-]S(=O)(=O)[O-].[Cu+2] (CuSO4). Run in C(Cl)Cl (DCM). Reaction conditions: time 24 hour. Yields the product C(C)(C)(C)S(=O)N=CCCCCC(=O)OCC (ethyl 6-((tert-butylsulfinyl)imino)hexanoate). As a reaction SMILES: O=[CH:2][CH2:3][CH2:4][CH2:5][CH2:6][C:7]([O:9][CH2:10][CH3:11])=[O:8].[CH3:12][C:13]([S:16]([NH2:18])=[O:17])([CH3:15])[CH3:14]>C(Cl)Cl.[O-]S([O-])(=O)=O.[Cu+2]>[C:13]([S:16]([N:18]=[CH:2][CH2:3][CH2:4][CH2:5][CH2:6][C:7]([O:9][CH2:10][CH3:11])=[O:8])=[O:17])([CH3:15])([CH3:14])[CH3:12] |f:3.4|. Procedure details: A yellow solution of ethyl 6-oxohexanoate (44.80 mmol) in DCM (92 ml) was treated with 2-methylpropane-2-sulfinamide (5.431 g; 44.80 mmol) and with anh. CuSO4 (14.302 g; 89.61 mmol). The resulting beige heterogeneous mixture was further stirred at rt, under nitrogen, for 24 h. The resulting heterogeneous mixture was then filtered over a short pad of celite, and the separated solids were further washed with DCM. The obtained orange filtrate was concentrated to dryness under reduced pressure. Puri... Reaction SMILES: [CH3:1][O:2][CH2:3][CH2:4][NH:5][C:6]([N:8]1[CH2:13][CH2:12][N:11]([CH2:14][CH2:15][N:16]([CH3:59])[CH2:17][C:18]2[CH:23]=[CH:22][CH:21]=[C:20]([C:24](=[O:58])[NH:25][C:26]3[CH:31]=[CH:30][C:29]([N:32]4[CH2:37][CH2:36][CH2:35][CH2:34][CH2:33]4)=[CH:28][C:27]=3[C:38]3[CH:43]=[C:42]([C:44](=[O:57])[NH:45][CH2:46][C:47]4[CH:52]=[CH:51][CH:50]=[C:49]([C:53]([F:56])([F:55])[F:54])[CH:48]=4)[CH:41]=[CH:40][N:39]=3)[CH:19]=2)[CH2:10][CH2:9]1)=[O:7].[CH3:60]OCCNC>>[CH3:1][O:2][CH2:3][CH2:4][N:5]([CH3:60])[C:6]([N:8]1[CH2:9][CH2:10][N:11]([CH2:14][CH2:15][N:16]([CH3:59])[CH2:17][C:18]2[CH:23]=[CH:22][CH:21]=[C:20]([C:24](=[O:58])[NH:25][C:26]3[CH:31]=[CH:30][C:29]([N:32]4[CH2:33][CH2:34][CH2:35][CH2:36][CH2:37]4)=[CH:28][C:27]=3[C:38]3[CH:43]=[C:42]([C:44](=[O:57])[NH:45][CH2:46][C:47]4[CH:52]=[CH:51][CH:50]=[C:49]([C:53]([F:54])([F:55])[F:56])[CH:48]=4)[CH:41]=[CH:40][N:39]=3)[CH:19]=2)[CH2:12][CH2:13]1)=[O:7]. Procedure details: This compound was prepared according to the procedure described for the synthesis of N-(2-methoxyethyl)-4-(2-(methyl(3-(4-(piperidin-1-yl)-2-(4-(3-(trifluoromethyl)benzylcarbamoyl)pyridin-2-yl)phenylcarbamoyl)benzyl)amino)ethyl)piperazine-1-carboxamide Example 208 substituting 2-methoxy-N-methylethanamine in place of 2-methoxyethanamine. LC-MS (ES, m/z): 829 [M+H]+ H-NMR (300 MHz, DMSO, ppm): 12.31 (s, 1H), 9.56 (t, J=3.6 Hz, 1H), 8.93 (d, J=6 Hz, 1H), 8.31 (d, J=6 Hz, 2H), 8.04 (s, 1H), 7.94 (d... The reactants are COCCNC(=O)N1CCN(CC1)CCN(CC1=CC(=CC=C1)C(NC1=C(C=C(C=C1)N1CCCCC1)C1=NC=CC(=C1)C(NCC1=CC(=CC=C1)C(F)(F)F)=O)=O)C (N-(2-methoxyethyl)-4-(2-(methyl(3-(4-(piperidin-1-yl)-2-(4-(3-(trifluoromethyl)benzylcarbamoyl)pyridin-2-yl)phenylcarbamoyl)benzyl)amino)ethyl)piperazine-1-carboxamide), COCCNC (2-methoxy-N-methylethanamine). Product: COCCN(C(=O)N1CCN(CC1)CCN(CC1=CC(=CC=C1)C(NC1=C(C=C(C=C1)N1CCCCC1)C1=NC=CC(=C1)C(NCC1=CC(=CC=C1)C(F)(F)F)=O)=O)C)C (N-(2-methoxyethyl)-N-methyl-4-(2-(methyl(3-(4-(piperidin-1-yl)-2-(4-(3-(trifluoromethyl)benzylcarbamoyl)pyridin-2-yl)phenylcarbamoyl)benzyl)amino)ethyl)piperazine-1-carboxamide). Starting materials: CC(=O)Oc1ccc(CCl)cc1, [H-], Ic1ccc(Nc2ncccn2)cc1, [Na+], CN(C)C=O. The product is CC(=O)Oc1ccc(CN(c2ccc(I)cc2)c2ncccn2)cc1. As a reaction SMILES: [C:17]([CH3:18])(=[O:19])[O:20][c:21]1[cH:22][cH:23][c:24]([CH2:25][Cl:26])[cH:27][cH:28]1.[H-:15].[I:1][c:2]1[cH:3][cH:4][c:5]([NH:8][c:9]2[n:10][cH:11][cH:12][cH:13][n:14]2)[cH:6][cH:7]1.[Na+:16].[O:29]=[CH:30][N:31]([CH3:32])[CH3:33]>>[I:1][c:2]1[cH:3][cH:4][c:5]([N:8]([c:9]2[n:10][cH:11][cH:12][cH:13][n:14]2)[CH2:25][c:24]2[cH:23][cH:22][c:21]([O:20][C:17]([CH3:18])=[O:19])[cH:28][cH:27]2)[cH:6][cH:7]1. Starting materials: OCCC1CCCC1, O=[N+]([O-])c1cc(C(F)(F)F)c(Cl)c2[nH]c(C(F)(F)F)nc12, [Na]. Yields the product O=[N+]([O-])c1cc(C(F)(F)F)c(OCCC2CCCC2)c2[nH]c(C(F)(F)F)nc12. As a reaction SMILES: [CH:23]1([CH2:28][CH2:29][OH:30])[CH2:24][CH2:25][CH2:26][CH2:27]1.[Cl:1][c:2]1[c:3]([C:18]([F:19])([F:20])[F:21])[cH:4][c:5]([N+:15](=[O:16])[O-:17])[c:6]2[n:7][c:8]([C:11]([F:12])([F:13])[F:14])[nH:9][c:10]12.[Na:22]>>[c:2]1([O:30][CH2:29][CH2:28][CH:23]2[CH2:24][CH2:25][CH2:26][CH2:27]2)[c:3]([C:18]([F:19])([F:20])[F:21])[cH:4][c:5]([N+:15](=[O:16])[O-:17])[c:6]2[n:7][c:8]([C:11]([F:12])([F:13])[F:14])[nH:9][c:10]12. Starting materials: C(C=C)C1(CC2=CC=C(C=C2C1)Cl)C(=O)OC (methyl 2-allyl-5-chloroindane-2-carboxylate), CCOCC (ether), [Cl-].[NH4+] (ammonium chloride), C[Mg]I (methyl magnesium iodide), [Mg] (magnesium), CI (methyl iodide), CCOCC (ether). Conditions: time 24 hour. Yields the product C(C=C)C1(CC2=CC=C(C=C2C1)Cl)C(C)(C)O (2-allyl-5-chloro-2-(1-hydroxy-1-methylethyl)indane). RXN SMILES: C[Mg]I.[Mg].[CH3:5]I.[CH2:7]([C:10]1(C(OC)=O)[CH2:18][C:17]2[C:12](=[CH:13][CH:14]=[C:15]([Cl:19])[CH:16]=2)[CH2:11]1)[CH:8]=[CH2:9].[Cl-].[NH4+].CC[O:28][CH2:29][CH3:30]>>[CH2:7]([C:10]1([C:29]([OH:28])([CH3:30])[CH3:5])[CH2:18][C:17]2[C:12](=[CH:13][CH:14]=[C:15]([Cl:19])[CH:16]=2)[CH2:11]1)[CH:8]=[CH2:9] |f:4.5|. Procedure: To 150 ml of an anhydrous ether solution of methyl magnesium iodide prepared from 3.23 g of magnesium metal and 19.0 g of methyl iodide, with ice-cooling, was added dropwise a solution of 8.32 g of methyl 2-allyl-5-chloroindane-2-carboxylate in 10 ml of anhydrous ether. The mixture was stirred for 24 hours at room temperature to complete the reaction. The reaction mixture was poured into a mixture of saturated aqueous ammonium chloride solution and ice. After the ether layer was separated, the a... Starting materials: BrC1=CC=2C3=C(NC2C=N1)N=CC(=C3)C3=CC=C(C=C3)CN3CCOCC3 (6-bromo-3-(4-morpholin-4-ylmethyl-phenyl)-9H-dipyrido[2,3-b;4′,3′-d]pyrrole), CN1N=CC(=C1)B1OC(C(O1)(C)C)(C)C (1-methyl-4-(4,4,5,5-tetramethyl-1,3,2-dioxaborolan-2-yl)-1H-pyrazole), 1,1′-[bis(diphenylphosphino)ferrocene]dichloropalladium(II). The solvent is C([O-])([O-])=O.[Na+].[Na+] (sodium carbonate), C(C)#N (acetonitrile), C(C)(=O)OCC (ethyl acetate). Conditions: temperature 130 celsius. The product is CN1N=CC(=C1)C1=CC=2C3=C(NC2C=N1)N=CC(=C3)C3=CC=C(C=C3)CN3CCOCC3 (6-(1-Methyl-1H-pyrazol-4-yl)-3-(4-morpholin-4-ylmethyl-phenyl)-9H-dipyrido[2,3-b;4′,3′-d]pyrrole). Yield: 24.8%. RXN SMILES: Br[C:2]1[N:10]=[CH:9][C:8]2[NH:7][C:6]3[N:11]=[CH:12][C:13]([C:15]4[CH:20]=[CH:19][C:18]([CH2:21][N:22]5[CH2:27][CH2:26][O:25][CH2:24][CH2:23]5)=[CH:17][CH:16]=4)=[CH:14][C:5]=3[C:4]=2[CH:3]=1.[CH3:28][N:29]1[CH:33]=[C:32](B2OC(C)(C)C(C)(C)O2)[CH:31]=[N:30]1>C(=O)([O-])[O-].[Na+].[Na+].C(#N)C.C(OCC)(=O)C>[CH3:28][N:29]1[CH:33]=[C:32]([C:2]2[N:10]=[CH:9][C:8]3[NH:7][C:6]4[N:11]=[CH:12][C:13]([C:15]5[CH:20]=[CH:19][C:18]([CH2:21][N:22]6[CH2:23][CH2:24][O:25][CH2:26][CH2:27]6)=[CH:17][CH:16]=5)=[CH:14][C:5]=4[C:4]=3[CH:3]=2)[CH:31]=[N:30]1 |f:2.3.4|. Procedure details: A degassed mixture of 6-bromo-3-(4-morpholin-4-ylmethyl-phenyl)-9H-dipyrido[2,3-b;4′,3′-d]pyrrole (245 mg, 0.58 mmol), 1-methyl-4-(4,4,5,5-tetramethyl-1,3,2-dioxaborolan-2-yl)-1H-pyrazole (241 mg, 1.16 mmol), 1,1′-[bis(diphenylphosphino)ferrocene]dichloropalladium(II) (47 mg, 0.06 mmol) in 2N aqueous sodium carbonate solution (7 mL) and acetonitrile (7 mL) was heated under microwave irradiation at 130° C. for 20 minutes. The cooled reaction mixture was diluted with ethyl acetate (75 mL) and wash... The reactants are solution, C(=O)(Cl)Cl (phosgene), C=1SC=C2NC3=C(NC(C21)=O)C=CC=C3 (4,9-dihydro-10H-thieno[3,4-b][1,5]benzodiazepin-10-one), C(C)C(=O)CC (diethylketone), N1=CC=CC=C1 (pyridine). Solvent: C1(=CC=CC=C1)C (toluene), O (water). Reaction conditions: temperature 40 celsius, time 2 hour. Yields the product ClC(=O)N1C=2C(C(NC3=C1C=CC=C3)=O)=CSC2 (4-Chlorocarbonyl-4,9-dihydro-10H-thieno[3,4-b][1,5]benzodiazepin-10-one). Isolated yield 50.0%. RXN SMILES: [CH:1]1[S:2][CH:3]=[C:4]2[C:10]=1[C:9](=[O:11])[NH:8][C:7]1[CH:12]=[CH:13][CH:14]=[CH:15][C:6]=1[NH:5]2.C(C(CC)=O)C.N1C=CC=CC=1.[C:28](Cl)([Cl:30])=[O:29]>C1(C)C=CC=CC=1.O>[Cl:30][C:28]([N:5]1[C:6]2[CH:15]=[CH:14][CH:13]=[CH:12][C:7]=2[NH:8][C:9](=[O:11])[C:10]2=[CH:1][S:2][CH:3]=[C:4]12)=[O:29]. Procedure details: 16.2 gm (0.075 mol) of 4,9-dihydro-10H-thieno[3,4-b][1,5]benzodiazepin-10-one were admixed with 160 ml of diethylketone and 5.9 gm (0.075 mol) of pyridine at 40° C., and over a period of 20 minutes 75 ml of a 20% solution of phosgene (0.15 mol) in toluene were added thereto. The reaction mixture was stirred for 2 hours at 40° C. and then for 3 hours at 60° C. After cooling to room temperature, the mixture was stirred with 150 ml of water, then filtered, and the organic phase was separated, conce... The reactants are C1(=CC=CC=C1)S(=O)(=O)Cl (benzenesulfonyl chloride), [H-].[Na+] (Sodium Hydride), BrC=1C=C2C(=NC1)NN=C2 (5-bromo-1H-pyrazolo[3,4-b]pyridine), [H][H] (hydrogen), ice. Run in O (water), CN(C=O)C (N,N-dimethylformamide). Conditions: temperature 0 celsius, time 18 hour. The product is BrC=1C=C2C(=NC1)N(N=C2)S(=O)(=O)C2=CC=CC=C2 (5-Bromo-1-(phenylsulfonyl)-1H-pyrazolo[3,4-b]pyridine). The yield is 75.3%. Reaction SMILES: [H-].[Na+].[Br:3][C:4]1[CH:5]=[C:6]2[CH:12]=[N:11][NH:10][C:7]2=[N:8][CH:9]=1.[H][H].[C:15]1([S:21](Cl)(=[O:23])=[O:22])[CH:20]=[CH:19][CH:18]=[CH:17][CH:16]=1>CN(C)C=O.O>[Br:3][C:4]1[CH:5]=[C:6]2[CH:12]=[N:11][N:10]([S:21]([C:15]3[CH:20]=[CH:19][CH:18]=[CH:17][CH:16]=3)(=[O:23])=[O:22])[C:7]2=[N:8][CH:9]=1 |f:0.1|. Procedure: Sodium Hydride (0.667 g, 16.66 mmol) was added portion-wise over 15 mins to a stirred solution of 5-bromo-1H-pyrazolo[3,4-b]pyridine (3 g, 15.15 mmol, available from ChemGenx LLC) in N,N-dimethylformamide (30 ml) that had been cooled in an ice bath to 0° C. and placed under nitrogen. The mixture was stirred for 20 mins, until hydrogen evolution ceased, and then benzenesulfonyl chloride (2.148 ml, 16.66 mmol) was added. The mixture was stirred for 18 hours, letting the ice melt over this time. Th... Starting materials: C(C)(C)(C)OC(=O)N[C@H](C(=O)OC)CC1=CC=C(C=C1)O ((S)-methyl 2-((tert-butoxycarbonyl)amino)-3-(4-hydroxyphenyl)propanoate), CN(C)C=O (DMF), C([O-])([O-])=O.[K+].[K+] (potassium carbonate), ICCCC (1-iodobutane). Run in C(C)(=O)OCC (ethyl acetate). Run at temperature 40 celsius. Product: COCCC(C(=O)OC(C)(C)C)=O (tert-Butyl 4-methoxy-2-oxo-butyrate), C(C)(C)(C)OC(=O)N[C@H](C(=O)OC)CC1=CC=C(C=C1)OCCCC ((S)-methyl 2-((tert-butoxycarbonyl)amino)-3-(4-butoxyphenyl)propanoate). Isolated yield 83.0%. As a reaction SMILES: [C:1]([O:5][C:6]([NH:8][C@@H:9]([CH2:14][C:15]1[CH:20]=[CH:19][C:18]([OH:21])=[CH:17][CH:16]=1)[C:10]([O:12][CH3:13])=[O:11])=[O:7])([CH3:4])([CH3:3])[CH3:2].[C:22](=O)([O-])[O-:23].[K+].[K+].I[CH2:29][CH2:30][CH2:31][CH3:32].CN([CH:36]=[O:37])C>C(OCC)(=O)C>[CH3:22][O:23][CH2:31][CH2:32][C:36](=[O:37])[C:6]([O:5][C:1]([CH3:2])([CH3:4])[CH3:3])=[O:7].[C:1]([O:5][C:6]([NH:8][C@@H:9]([CH2:14][C:15]1[CH:20]=[CH:19][C:18]([O:21][CH2:29][CH2:30][CH2:31][CH3:32])=[CH:17][CH:16]=1)[C:10]([O:12][CH3:13])=[O:11])=[O:7])([CH3:4])([CH3:2])[CH3:3] |f:1.2.3|. Procedure: Commercially available (S)-methyl 2-((tert-butoxycarbonyl)amino)-3-(4-hydroxyphenyl)propanoate (12 g, 40.63 mmol, 1 eq.) was dissolved in dehydrated DMF (30 mL), and potassium carbonate (6.177 g, 44.695 mmol, 1.1 eq.) and 1-iodobutane (5.55 mL, 48.756 mmol, 1.2 eq.) were added to the solution, which was stirred at 40° C. for a whole day and night and cooled to room temperature. The mixture was diluted with ethyl acetate, washed 3 times with water, and then with a saturated aqueous solution of am...